This data is from the Open Reaction Database (ORD), a public repository of structured organic reaction records. The task is: describe an organic reaction: reactants, conditions, products, and yield Starting materials: COC(=O)c1ccc(OC(=O)C2CCC(NC(=O)OC(C)(C)C)CC2)cc1OC, C1CCOC1, [Li+], [OH-], O, O. Product: COc1cc(OC(=O)C2CCC(NC(=O)OC(C)(C)C)CC2)ccc1C(=O)O. Reaction SMILES: [C:1](=[O:2])([O:3][C:4]([CH3:5])([CH3:6])[CH3:7])[NH:8][CH:9]1[CH2:10][CH2:11][CH:12]([C:15](=[O:16])[O:17][c:18]2[cH:19][c:20]([O:28][CH3:29])[c:21]([C:22](=[O:23])[O:24][CH3:25])[cH:26][cH:27]2)[CH2:13][CH2:14]1.[CH2:34]1[O:35][CH2:36][CH2:37][CH2:38]1.[Li+:32].[OH-:31].[OH2:30].[OH2:33]>>[C:1](=[O:2])([O:3][C:4]([CH3:5])([CH3:6])[CH3:7])[NH:8][CH:9]1[CH2:10][CH2:11][CH:12]([C:15](=[O:16])[O:17][c:18]2[cH:19][c:20]([O:28][CH3:29])[c:21]([C:22](=[O:23])[OH:24])[cH:26][cH:27]2)[CH2:13][CH2:14]1. Starting materials: CCO, CC(=O)Nc1cc2cc[nH]c(=O)c2cc1C, Cl. Product: Cc1cc2c(=O)[nH]ccc2cc1N. As a reaction SMILES: [CH3:18][CH2:19][OH:20].[CH3:1][c:2]1[c:3]([NH:13][C:14](=[O:15])[CH3:16])[cH:4][c:5]2[cH:6][cH:7][nH:8][c:9](=[O:12])[c:10]2[cH:11]1.[ClH:17]>>[CH3:1][c:2]1[c:3]([NH2:13])[cH:4][c:5]2[cH:6][cH:7][nH:8][c:9](=[O:12])[c:10]2[cH:11]1. Reactants: [K] (potassium), BrC1=C2C(C(=O)NC2=O)=C(C(=C1Br)Br)Br (3,4,5,6-tetrabromophthalimide), ClC1=C(C(=O)Cl)C=C(C=C1)Cl (2,5-Dichlorobenzoyl chloride). Run in O1CCOCC1 (dioxane). The product is ClC1=C(C(=O)N2C(C=3C(C2=O)=C(C(=C(C3Br)Br)Br)Br)=O)C=C(C=C1)Cl (N-(2,5-dichlorobenzoyl)-3,4,5,6-tetrabromophthalimide). Reaction SMILES: [K].[Br:2][C:3]1[C:13]([Br:14])=[C:12]([Br:15])[C:11]([Br:16])=[C:5]2[C:6]([NH:8][C:9](=[O:10])[C:4]=12)=[O:7].[Cl:17][C:18]1[CH:26]=[CH:25][C:24]([Cl:27])=[CH:23][C:19]=1[C:20](Cl)=[O:21]>O1CCOCC1>[Cl:17][C:18]1[CH:26]=[CH:25][C:24]([Cl:27])=[CH:23][C:19]=1[C:20]([N:8]1[C:9](=[O:10])[C:4]2=[C:3]([Br:2])[C:13]([Br:14])=[C:12]([Br:15])[C:11]([Br:16])=[C:5]2[C:6]1=[O:7])=[O:21] |^1:0|. Reported procedure: The potassium salt of 3,4,5,6-tetrabromophthalimide (0.10 mole) and dioxane (1200 ml) are charged into a glass reaction vessel equipped with a mechanical stirrer, thermometer and reflux condenser. 2,5-Dichlorobenzoyl chloride (0.10 mole) is then added dropwise, with stirring, to the reaction mixture at room temperature. After the addition is completed the reaction mixture is heated at reflux for a period of about 1 hour. After this time the reaction mixture is filtered and the filtrate is stripp... Starting materials: Br, CC(=O)Nc1nsc(C2CCCN2C(=O)OCc2ccccc2)n1, CCO, [K+], [K+], O=C([O-])[O-], O. Product: Nc1nsc(C2CCCN2C(=O)OCc2ccccc2)n1. As a reaction SMILES: [BrH:1].[CH2:2]([c:3]1[cH:4][cH:5][cH:6][cH:7][cH:8]1)[O:9][C:10](=[O:11])[N:12]1[CH:13]([c:17]2[n:18][c:19]([NH:22][C:23](=[O:24])[CH3:25])[n:20][s:21]2)[CH2:14][CH2:15][CH2:16]1.[CH3:32][CH2:33][OH:34].[K+:26].[K+:27].[O-:28][C:29]([O-:30])=[O:31].[OH2:35]>>[CH2:2]([c:3]1[cH:4][cH:5][cH:6][cH:7][cH:8]1)[O:9][C:10](=[O:11])[N:12]1[CH:13]([c:17]2[n:18][c:19]([NH2:22])[n:20][s:21]2)[CH2:14][CH2:15][CH2:16]1. Reactants: C(Br)(Br)(Br)Br (carbon tetrabromide), C(C)(C)N(C(C)C)CC (N,N-diisopropylethylamine), Example 14 ( 14a ), Cl.N1CC(C1)C(=O)OC (methyl 3-azetidinecarboxylate hydrochloride), Example 1 ( 1f ), C(C)C=1C=C(SC1C1=NOC(=N1)C1=CC(=C(C=C1)OC1=CC=CC=C1)F)CO ({4-ethyl-5-[5-(3-fluoro-4-phenoxyphenyl)-1,2,4-oxadiazol-3-yl]-2-thienyl}methanol), C1(=CC=CC=C1)P(C1=CC=CC=C1)C1=CC=CC=C1 (triphenylphosphine). Yields the product crude product, C(C)C=1C=C(SC1C1=NOC(=N1)C1=CC(=C(C=C1)OC1=CC=CC=C1)F)CN1CC(C1)C(=O)OC (Methyl 1-({4-ethyl-5-[5-(3-fluoro-4-phenoxyphenyl)-1,2,4-oxadiazol-3-yl]-2-thienyl}methyl)azetidine-3-carboxylate). RXN SMILES: [CH2:1]([C:3]1[CH:4]=[C:5]([CH2:27]O)[S:6][C:7]=1[C:8]1[N:12]=[C:11]([C:13]2[CH:18]=[CH:17][C:16]([O:19][C:20]3[CH:25]=[CH:24][CH:23]=[CH:22][CH:21]=3)=[C:15]([F:26])[CH:14]=2)[O:10][N:9]=1)[CH3:2].C(Br)(Br)(Br)Br.C1(P(C2C=CC=CC=2)C2C=CC=CC=2)C=CC=CC=1.Cl.[NH:54]1[CH2:57][CH:56]([C:58]([O:60][CH3:61])=[O:59])[CH2:55]1.C(N(CC)C(C)C)(C)C>>[CH2:1]([C:3]1[CH:4]=[C:5]([CH2:27][N:54]2[CH2:57][CH:56]([C:58]([O:60][CH3:61])=[O:59])[CH2:55]2)[S:6][C:7]=1[C:8]1[N:12]=[C:11]([C:13]2[CH:18]=[CH:17][C:16]([O:19][C:20]3[CH:21]=[CH:22][CH:23]=[CH:24][CH:25]=3)=[C:15]([F:26])[CH:14]=2)[O:10][N:9]=1)[CH3:2] |f:3.4|. Reported procedure: The crude product of the title compound was synthesized by conducting the reaction similar to that mentioned in Example 1 (1f) using {4-ethyl-5-[5-(3-fluoro-4-phenoxyphenyl)-1,2,4-oxadiazol-3-yl]-2-thienyl}methanol (0.16 g, 0.40 mmol) that was obtained in Example 14 (14a), carbon tetrabromide (0.17 g, 0.52 mmol), triphenylphosphine (0.14 g, 0.52 mmol), methyl 3-azetidinecarboxylate hydrochloride (91 mg, 0.60 mmol), and N,N-diisopropylethylamine (0.21 mL, 1.2 mmol). Subsequently, the crude produc... Reactants: C1CCOC1, CC(C)C(C)(N)C#N, O=S(=O)(O)O. The product is CC(C)C(C)(N)C(N)=O. RXN SMILES: [CH2:14]1[O:15][CH2:16][CH2:17][CH2:18]1.[NH2:1][C:2]([C:3]#[N:4])([CH:5]([CH3:6])[CH3:7])[CH3:8].[S:9]([OH:10])(=[O:11])(=[O:12])[OH:13]>>[NH2:1][C:2]([C:3]([NH2:4])=[O:10])([CH:5]([CH3:6])[CH3:7])[CH3:8].